describe an organic reaction: reactants, conditions, products, and yield From a dataset of the Open Reaction Database (ORD), a public repository of structured organic reaction records. The reactants are C(C)(C)(C)OC(=O)N1CCC(CC1)N(C1CC1)C(=O)C=1C=NC(=NC1)Cl (4-[(2-chloro-pyrimidine-5-carbonyl)-cyclopropyl-amino]-piperidine-1-carboxylic acid tert-butyl ester), CS(=O)(=O)C1=CC=C(C=C1)B(O)O (4-(methanesulfonyl)phenyl boronic acid), Intermediate 6. Yields the product C(C)(C)(C)OC(=O)N1CCC(CC1)N(C(=O)C=1C=NC(=NC1)C1=CC=C(C=C1)S(=O)(=O)C)C1CC1 (4-{Cyclopropyl-[2-(4-methanesulfonyl-phenyl)-pyrimidine-5-carbonyl]-amino}-piperidine-1-carboxylic acid tert-butyl ester). RXN SMILES: [C:1]([O:5][C:6]([N:8]1[CH2:13][CH2:12][CH:11]([N:14]([C:18]([C:20]2[CH:21]=[N:22][C:23](Cl)=[N:24][CH:25]=2)=[O:19])[CH:15]2[CH2:17][CH2:16]2)[CH2:10][CH2:9]1)=[O:7])([CH3:4])([CH3:3])[CH3:2].[CH3:27][S:28]([C:31]1[CH:36]=[CH:35][C:34](B(O)O)=[CH:33][CH:32]=1)(=[O:30])=[O:29]>>[C:1]([O:5][C:6]([N:8]1[CH2:13][CH2:12][CH:11]([N:14]([CH:15]2[CH2:17][CH2:16]2)[C:18]([C:20]2[CH:21]=[N:22][C:23]([C:34]3[CH:35]=[CH:36][C:31]([S:28]([CH3:27])(=[O:30])=[O:29])=[CH:32][CH:33]=3)=[N:24][CH:25]=2)=[O:19])[CH2:10][CH2:9]1)=[O:7])([CH3:4])([CH3:3])[CH3:2]. Reported procedure: The title compound is prepared from 4-[(2-chloro-pyrimidine-5-carbonyl)-cyclopropyl-amino]-piperidine-1-carboxylic acid tert-butyl ester and 4-(methanesulfonyl)phenyl boronic acid following a procedure analogous to that described in Intermediate 6. LC (method 10): tR=1.92 min; Mass spectrum (ESI−): m/z=545 [M+HCOO]−. Starting materials: [Li]CCCC, COc1cc(OC)nc(C)n1, CC(C)NC(C)C, O=C=O, C1CCOC1, O. The product is COc1cc(OC)nc(CC(=O)O)n1. As a reaction SMILES: [CH2:1]([Li:2])[CH2:3][CH2:4][CH3:5].[CH3:13][O:14][c:15]1[n:16][c:17]([CH3:23])[n:18][c:19]([O:21][CH3:22])[cH:20]1.[CH:6]([NH:7][CH:8]([CH3:9])[CH3:10])([CH3:11])[CH3:12].[O:24]=[C:25]=[O:26].[O:27]1[CH2:28][CH2:29][CH2:30][CH2:31]1.[OH2:32]>>[CH3:13][O:14][c:15]1[n:16][c:17]([CH2:23][C:25](=[O:24])[OH:26])[n:18][c:19]([O:21][CH3:22])[cH:20]1. The reactants are CC(=CC(=O)O)CCC=C(CCC=C(CCC=C(C)C)C)C (3,7,11,15-tetramethyl-2,6,10,14-hexadecatetraenoic acid), CNCCO (N-methylethanolamine). The product is CN(CCO)C(C=C(CCC=C(CCC=C(CCC=C(C)C)C)C)C)=O (N-Methyl-N-(3,7,11,15-tetramethyl-2,6,10,14-hexadecatetraenoyl)-ethanolamin). Yield: 92.0%. RXN SMILES: [CH3:1][C:2]([CH2:7][CH2:8][CH:9]=[C:10]([CH3:22])[CH2:11][CH2:12][CH:13]=[C:14]([CH3:21])[CH2:15][CH2:16][CH:17]=[C:18]([CH3:20])[CH3:19])=[CH:3][C:4]([OH:6])=O.[CH3:23][NH:24][CH2:25][CH2:26][OH:27]>>[CH3:23][N:24]([C:4](=[O:6])[CH:3]=[C:2]([CH3:1])[CH2:7][CH2:8][CH:9]=[C:10]([CH3:22])[CH2:11][CH2:12][CH:13]=[C:14]([CH3:21])[CH2:15][CH2:16][CH:17]=[C:18]([CH3:20])[CH3:19])[CH2:25][CH2:26][OH:27]. Procedure details: The procedure of Example 1 was repeated except that 6.1 g of 3,7,11,15-tetramethyl-2,6,10,14-hexadecatetraenoic acid and 2.4 ml of N-methylethanolamine were used. 6.6 g (yield 92%) of the title compound was obtained as a colorless oil. Starting materials: BrC1=CC=C(C=C1)C1(CC1)CBr (1-bromo-4-(1-bromomethyl-cyclopropyl)-benzene), [C-]#N.[K+] (potassium cyanide). The product is BrC1=CC=C(C=C1)C1(CC1)CC#N ([1-(4-Bromo-phenyl)-cyclopropyl]-acetonitrile). RXN SMILES: [Br:1][C:2]1[CH:7]=[CH:6][C:5]([C:8]2([CH2:11]Br)[CH2:10][CH2:9]2)=[CH:4][CH:3]=1.[C-:13]#[N:14].[K+]>>[Br:1][C:2]1[CH:7]=[CH:6][C:5]([C:8]2([CH2:11][C:13]#[N:14])[CH2:10][CH2:9]2)=[CH:4][CH:3]=1 |f:1.2|. Procedure: Prepared according to the procedure described in Example 33, Step 2, using 1-bromo-4-(1-bromomethyl-cyclopropyl)-benzene and potassium cyanide. Reactants: COc1cccc(OC)c1CNC(=N)Nc1nc2c(s1)CNCC2, CN(C)c1ccncc1, [Cl-], O=S(=O)(O)c1ccccc1. Yields the product COc1cccc(OC)c1CNC(=N)Nc1nc2c(s1)CN(S(=O)(=O)c1ccccc1)CC2. Reaction SMILES: [CH3:1][O:2][c:3]1[c:4]([CH2:5][NH:6][C:7](=[NH:8])[NH:9][c:10]2[s:11][c:12]3[c:17]([n:18]2)[CH2:16][CH2:15][NH:14][CH2:13]3)[c:19]([O:23][CH3:24])[cH:20][cH:21][cH:22]1.[CH3:36][N:37]([c:38]1[cH:39][cH:40][n:41][cH:42][cH:43]1)[CH3:44].[Cl-:25].[c:26]1([S:32](=[O:33])(=[O:34])[OH:35])[cH:27][cH:28][cH:29][cH:30][cH:31]1>>[CH3:1][O:2][c:3]1[c:4]([CH2:5][NH:6][C:7](=[NH:8])[NH:9][c:10]2[s:11][c:12]3[c:17]([n:18]2)[CH2:16][CH2:15][N:14]([S:32]([c:26]2[cH:27][cH:28][cH:29][cH:30][cH:31]2)(=[O:33])=[O:34])[CH2:13]3)[c:19]([O:23][CH3:24])[cH:20][cH:21][cH:22]1. Reactants: N1N=CN=C1 (1,2,4-triazole), ClC=1N=C(C2=C(N1)SC(=C2Cl)C)NCC2=CC=CC=C2 (2,5-dichloro-6-methyl-4-benzylamino-thieno-[2,3-d]-pyrimidine). Product: N1(N=CN=C1)C=1N=C(C2=C(N1)SC(=C2Cl)C)NCC2=CC=CC=C2 (2-(1,2,4-triazol-1-yl)-5-chloro-6-methyl-4-benzylamino-thieno-[2,3-d]-pyrimidine). Reaction SMILES: [NH:1]1[CH:5]=[N:4][CH:3]=[N:2]1.Cl[C:7]1[N:8]=[C:9]([NH:18][CH2:19][C:20]2[CH:25]=[CH:24][CH:23]=[CH:22][CH:21]=2)[C:10]2[C:15]([Cl:16])=[C:14]([CH3:17])[S:13][C:11]=2[N:12]=1>>[N:1]1([C:7]2[N:8]=[C:9]([NH:18][CH2:19][C:20]3[CH:25]=[CH:24][CH:23]=[CH:22][CH:21]=3)[C:10]3[C:15]([Cl:16])=[C:14]([CH3:17])[S:13][C:11]=3[N:12]=2)[CH:5]=[N:4][CH:3]=[N:2]1. Reported procedure: Following the procedure of Example 97, the reaction of 1,2,4-triazole with 2,5-dichloro-6-methyl-4-benzylamino-thieno-[2,3-d]-pyrimidine gives 2-(1,2,4-triazol-1-yl)-5-chloro-6-methyl-4-benzylamino-thieno-[2,3-d]-pyrimidine.